From a dataset of the Open Reaction Database (ORD), a public repository of structured organic reaction records. describe an organic reaction: reactants, conditions, products, and yield Starting materials: CC1=NN2C(C=CC=C2)=C1C(C1=CNCCC1)=O (2-methyl-3-(1,4,5,6-tetrahydronicotinoyl)-pyrazolo[1,5-a]pyridine), ClC1=CC=C(C=C1)N=C=O (p-chlorophenyl isocyanate). Solvent: C(Cl)Cl (methylene chloride). Yields the product CC1=NN2C(C=CC=C2)=C1C(C1=CN(CCC1)C(NC1=CC=C(C=C1)Cl)=O)=O (2-methyl-3-[1-(p-chlorophenylcarbamoyl)-1,4,5,6-tetrahydronicotinoyl]-pyrazolo[1,5-a]pyridine). RXN SMILES: [CH3:1][C:2]1[C:10]([C:11](=[O:18])[C:12]2[CH2:17][CH2:16][CH2:15][NH:14][CH:13]=2)=[C:5]2[CH:6]=[CH:7][CH:8]=[CH:9][N:4]2[N:3]=1.[Cl:19][C:20]1[CH:25]=[CH:24][C:23]([N:26]=[C:27]=[O:28])=[CH:22][CH:21]=1>C(Cl)Cl>[CH3:1][C:2]1[C:10]([C:11](=[O:18])[C:12]2[CH2:17][CH2:16][CH2:15][N:14]([C:27](=[O:28])[NH:26][C:23]3[CH:24]=[CH:25][C:20]([Cl:19])=[CH:21][CH:22]=3)[CH:13]=2)=[C:5]2[CH:6]=[CH:7][CH:8]=[CH:9][N:4]2[N:3]=1. Reported procedure: One g of 2-methyl-3-(1,4,5,6-tetrahydronicotinoyl)-pyrazolo[1,5-a]pyridine was dissolved in 20 ml of methylene chloride and 1 g of p-chlorophenyl isocyanate was added dropwise whilst stirring to the solution. The mixture was stirred at room temperature for 2 hours, and after removal of solvent in vacuo, the residue was recrystallized from ethyl acetate to afford the title compound in yield of 1.2 g (73%), mp 198°-200° C.